From a dataset of the Open Reaction Database (ORD), a public repository of structured organic reaction records. describe an organic reaction: reactants, conditions, products, and yield The reactants are BrC1=CC=C2CCNCC2=C1 (7-Bromo-1,2,3,4-tetrahydro-isoquinoline), B(O)O (boronic acid). The product is N1=CC(=CC=C1)C1=CC=C2CCNCC2=C1 (7-Pyridin-3-yl-1,2,3,4-tetrahydro-isoquinoline). RXN SMILES: Br[C:2]1[CH:11]=[C:10]2[C:5]([CH2:6][CH2:7][NH:8][CH2:9]2)=[CH:4][CH:3]=1.B(O)O>>[N:8]1[CH:9]=[CH:10][CH:5]=[C:6]([C:2]2[CH:11]=[C:10]3[C:5]([CH2:6][CH2:7][NH:8][CH2:9]3)=[CH:4][CH:3]=2)[CH:7]=1. Procedure details: In close analogy to the procedure described above, 7-Bromo-1,2,3,4-tetrahydro-isoquinoline is reacted with the corresponding boronic acid to provide the title compound.